From a dataset of the Open Reaction Database (ORD), a public repository of structured organic reaction records. describe an organic reaction: reactants, conditions, products, and yield The reactants are ClC(Cl)Cl, O=C(Cl)Oc1ccc([N+](=O)[O-])cc1, Nc1nc2ccccc2s1, NN, c1ccncc1. Yields the product NNC(=O)Nc1nc2ccccc2s1. RXN SMILES: [CH:26]([Cl:27])([Cl:28])[Cl:29].[Cl:1][C:2](=[O:3])[O:4][c:5]1[cH:6][cH:7][c:8]([N+:9]([O-:10])=[O:11])[cH:12][cH:13]1.[NH2:14][c:15]1[s:16][c:17]2[c:18]([n:19]1)[cH:20][cH:21][cH:22][cH:23]2.[NH2:24][NH2:25].[cH:30]1[cH:31][cH:32][n:33][cH:34][cH:35]1>>[C:2](=[O:3])([NH:14][c:15]1[s:16][c:17]2[c:18]([n:19]1)[cH:20][cH:21][cH:22][cH:23]2)[NH:24][NH2:25]. Reactants: ClC=1C=C(C(=CC1[N+](=O)[O-])N)N (4-chloro-5-nitro-1,2-benzenediamine), NC(=O)N (urea). Product: ClC1=CC2=C(NC(N2)=O)C=C1[N+](=O)[O-] (5-Chloro-6-nitro-1,3-dihydro-2H-benzimidazole-2-one). As a reaction SMILES: [Cl:1][C:2]1[CH:3]=[C:4]([NH2:12])[C:5]([NH2:11])=[CH:6][C:7]=1[N+:8]([O-:10])=[O:9].N[C:14](N)=[O:15]>>[Cl:1][C:2]1[C:7]([N+:8]([O-:10])=[O:9])=[CH:6][C:5]2[NH:11][C:14](=[O:15])[NH:12][C:4]=2[CH:3]=1. Procedure details: A mixture of 14 g (0.074 mol) of 4-chloro-5-nitro-1,2-benzenediamine and of 13.44 g (0.226 mol) of urea is heated at 180° C. for 4 hours. The reaction mixture is cooled and evaporated to dryness. The residue is taken up in methanol and evaporated again. The residue is triturated in ether and a solid is obtained which is filtered. The product is used as is in the subsequent stages. The reactants are COC, CI, COC, CCCCC=C(C)C(C)(C)c1cc(O)cc(O)c1, [K], CCCCCC(C)(O)C(C)(C)c1cc(O)cc(O)c1, S=C=S. Yields the product CCCCCC(C)C(C)(C)c1cc(O)cc(O)c1. Reaction SMILES: [CH3:1][O:2][CH3:3].[CH3:24][I:25].[CH3:26][O:27][CH3:28].[CH3:29][C:30]([c:31]1[cH:32][c:33]([OH:34])[cH:35][c:36]([OH:38])[cH:37]1)([CH3:39])[C:40]([CH3:41])=[CH:42][CH2:43][CH2:44][CH2:45][CH3:46].[K:23].[OH:4][C:5]([C:6]([CH3:7])([CH3:8])[c:9]1[cH:10][c:11]([OH:16])[cH:12][c:13]([OH:14])[cH:15]1)([CH2:17][CH2:18][CH2:19][CH2:20][CH3:21])[CH3:22].[S:47]=[C:48]=[S:49]>>[CH:5]([C:6]([CH3:7])([CH3:8])[c:9]1[cH:10][c:11]([OH:16])[cH:12][c:13]([OH:14])[cH:15]1)([CH2:17][CH2:18][CH2:19][CH2:20][CH3:21])[CH3:22]. The reactants are CCN(C(C)C)C(C)C, Cl, BrCc1ccc(I)cc1, CN(C)C=O, NC1C(O)OC(CO)C(O)C1O. Yields the product NC1C(OCc2ccc(I)cc2)OC(CO)C(O)C1O. Reaction SMILES: [CH:14]([N:15]([CH:16]([CH3:17])[CH3:18])[CH2:19][CH3:20])([CH3:21])[CH3:22].[ClH:1].[I:23][c:24]1[cH:25][cH:26][c:27]([CH2:28][Br:29])[cH:30][cH:31]1.[O:32]=[CH:33][N:34]([CH3:35])[CH3:36].[OH:2][CH:3]1[CH:4]([NH2:5])[CH:6]([OH:7])[CH:8]([OH:9])[CH:10]([CH2:12][OH:13])[O:11]1>>[O:2]([CH:3]1[CH:4]([NH2:5])[CH:6]([OH:7])[CH:8]([OH:9])[CH:10]([CH2:12][OH:13])[O:11]1)[CH2:28][c:27]1[cH:26][cH:25][c:24]([I:23])[cH:31][cH:30]1. The reactants are NC1=C2C(=NC=N1)N(N=C2C)C(C)C=2C(=C(C(=C(C2)Cl)C)C2CN(C2)C(=O)OC(C)(C)C)OC (tert-butyl 3-{3-[1-(4-amino-3-methyl-1H-pyrazolo[3,4-d]pyrimidin-1-yl)ethyl]-5-chloro-2-methoxy-6-methylphenyl}azetidine-1-carboxylate), Cl (hydrogen chloride), O1CCOCC1 (1,4-dioxane). The solvent is C(Cl)Cl (methylene chloride). Reaction conditions: time 75 minute. Product: Cl.Cl.N1CC(C1)C=1C(=C(C=C(C1C)Cl)C(C)N1N=C(C=2C1=NC=NC2N)C)OC (1-[1-(3-Azetidin-3-yl-5-chloro-2-methoxy-4-methylphenyl)ethyl]-3-methyl-1H-pyrazolo[3,4-d]pyrimidin-4-amine dihydrochloride). As a reaction SMILES: [NH2:1][C:2]1[N:7]=[CH:6][N:5]=[C:4]2[N:8]([CH:12]([C:14]3[C:15]([O:33][CH3:34])=[C:16]([CH:22]4[CH2:25][N:24](C(OC(C)(C)C)=O)[CH2:23]4)[C:17]([CH3:21])=[C:18]([Cl:20])[CH:19]=3)[CH3:13])[N:9]=[C:10]([CH3:11])[C:3]=12.[ClH:35].O1CCOCC1>C(Cl)Cl>[ClH:20].[ClH:35].[NH:24]1[CH2:23][CH:22]([C:16]2[C:15]([O:33][CH3:34])=[C:14]([CH:12]([N:8]3[C:4]4=[N:5][CH:6]=[N:7][C:2]([NH2:1])=[C:3]4[C:10]([CH3:11])=[N:9]3)[CH3:13])[CH:19]=[C:18]([Cl:20])[C:17]=2[CH3:21])[CH2:25]1 |f:4.5.6|. Reported procedure: To a solution of tert-butyl 3-{3-[1-(4-amino-3-methyl-1H-pyrazolo[3,4-d]pyrimidin-1-yl)ethyl]-5-chloro-2-methoxy-6-methylphenyl}azetidine-1-carboxylate (318 mg, 0.653 mmol) (peak 1 from above) in methylene chloride (3.2 mL) was added 4.0 M hydrogen chloride in 1,4-dioxane (1.6 mL, 6.5 mmol). The resulting mixture was stirred at room temperature for 75 minutes. The solvents were evaporated and the residue dried in vacuo to give 0.30 g of the desired product as the bis-HCl salt. LCMS calculated fo... Reactants: Cc1cccc([N+](=O)[O-])c1Br, CCCC[Sn](CCCC)(CCCC)c1cccs1. Product: Cc1cccc([N+](=O)[O-])c1-c1cccs1. Reaction SMILES: [Br:1][c:2]1[c:3]([CH3:11])[cH:4][cH:5][cH:6][c:7]1[N+:8](=[O:9])[O-:10].[CH2:12]([Sn:13]([CH2:14][CH2:15][CH2:16][CH3:22])([c:17]1[s:18][cH:19][cH:20][cH:21]1)[CH2:23][CH2:24][CH2:25][CH3:26])[CH2:27][CH2:28][CH3:29]>>[c:2]1(-[c:17]2[s:18][cH:19][cH:20][cH:21]2)[c:3]([CH3:11])[cH:4][cH:5][cH:6][c:7]1[N+:8](=[O:9])[O-:10]. Reaction SMILES: C[O:2][C:3]1[CH:4]=[C:5]2[C:10](=[CH:11][CH:12]=1)[N:9]=[CH:8][N:7]([C:13]1[CH:14]=[C:15]([CH:19]=[CH:20][C:21]=1[CH3:22])[C:16]([OH:18])=[O:17])[C:6]2=[O:23].[Li+].[I-]>N1C(C)=CC(C)=CC=1C.C(OCC)(=O)C>[OH:2][C:3]1[CH:4]=[C:5]2[C:10](=[CH:11][CH:12]=1)[N:9]=[CH:8][N:7]([C:13]1[CH:14]=[C:15]([CH:19]=[CH:20][C:21]=1[CH3:22])[C:16]([OH:18])=[O:17])[C:6]2=[O:23] |f:1.2|. Starting materials: COC=1C=C2C(N(C=NC2=CC1)C=1C=C(C(=O)O)C=CC1C)=O (3-(6-methoxy-4-oxoquinazolin-3(4H)-yl)-4-methylbenzoic acid), [Li+].[I-] (LiI). The solvent is N1=C(C=C(C=C1C)C)C (2,4,6-collidine), C(C)(=O)OCC (ethyl acetate). Conditions: temperature 195 celsius. The product is OC=1C=C2C(N(C=NC2=CC1)C=1C=C(C(=O)O)C=CC1C)=O (3-(6-hydroxy-4-oxoquinazolin-3(4H)-yl)-4-methylbenzoic acid). Procedure: To a suspension of 3-(6-methoxy-4-oxoquinazolin-3(4H)-yl)-4-methylbenzoic acid (8 g) in 2,4,6-collidine (80 ml) was added LiI (6.2 g) and heated to 195° C. for 54 hours. The reaction mixture was cooled to room temperature and diluted with ethyl acetate. The organic phase was washed with water. The aqueous phase was acidified to pH˜1 with 1N HCl and the resultant solid collected by filtration. The solid was dried in vacuo at 60° C. to yield 3-(6-hydroxy-4-oxoquinazolin-3(4H)-yl)-4-methylbenzoic a... Yield: 94.3%.